Task: describe an organic reaction: reactants, conditions, products, and yield. Dataset: the Open Reaction Database (ORD), a public repository of structured organic reaction records Starting materials: CCOC(C)=O, CN(C)C=O, CCCSC1(C2(C=Cc3ccc(Cl)cc3Cl)CO2)CC1, Cc1ccccc1, c1nc[nH]n1. Yields the product CCCSC1(C(O)(C=Cc2ccc(Cl)cc2Cl)Cn2cncn2)CC1. As a reaction SMILES: [C:38]([O:39][CH2:40][CH3:41])(=[O:42])[CH3:43].[CH3:26][N:27]([CH3:28])[CH:29]=[O:30].[Cl:1][c:2]1[c:3]([CH:9]=[CH:10][C:11]2([C:14]3([S:17][CH2:18][CH2:19][CH3:20])[CH2:15][CH2:16]3)[O:12][CH2:13]2)[cH:4][cH:5][c:6]([Cl:8])[cH:7]1.[c:31]1([CH3:32])[cH:33][cH:34][cH:35][cH:36][cH:37]1.[nH:21]1[n:22][cH:23][n:24][cH:25]1>>[Cl:1][c:2]1[c:3]([CH:9]=[CH:10][C:11]([OH:12])([CH2:13][n:21]2[n:22][cH:23][n:24][cH:25]2)[C:14]2([S:17][CH2:18][CH2:19][CH3:20])[CH2:15][CH2:16]2)[cH:4][cH:5][c:6]([Cl:8])[cH:7]1. Reactants: C(C=C)(=O)N (acrylamide), [Na+].[Cl-] (NaCl), CCCCCCCCCCCCOS(=O)(=O)[O-].[Na+] (SDS), C(CN(CC(=O)O)CC(=O)O)N(CC(=O)O)CC(=O)O (EDTA), CN(C)CCN(C)C (TEMED), C(C(CO)(CO)N)O (Tris), C[C@H](CCC(=O)[O-])[C@H]1CC[C@@H]2[C@@]1([C@H](C[C@H]3[C@]2(CC[C@H]4[C@@]3(CC[C@H](C4)O)C)C)O)C.[Na+] (sodium deoxycholate), II, C(CN(CC(=O)O)CC(=O)O)N(CC(=O)O)CC(=O)O (EDTA), CC(C)(C)CC(C)(C)C1=CC=C(C=C1)OCCOCCO (NP-40). Run at time 10 minute. Product: sodiumdodecylsulfate polyacrylamide, C(C(CO)(CO)N)O (Tris base), NCC(=O)O (Glycine), CCCCCCCCCCCCOS(=O)(=O)[O-].[Na+] (SDS). The yield is 0.1%. Reaction SMILES: [Na+:1].[Cl-].C(N(CC(O)=O)CC(O)=O)C[N:5](CC(O)=O)[CH2:6][C:7]([OH:9])=[O:8].CC(CC(C1C=CC(OCCOCCO)=CC=1)(C)C)(C)C.C[C@@H]([C@@H]1[C@@]2(C)[C@@H](O)C[C@@H]3[C@@]4(C)CC[C@@H](O)C[C@H]4CC[C@@]3(C)[C@@H]2CC1)CCC([O-])=O.[Na+].C(N)(=O)C=C.[CH2:79]([OH:86])[C:80]([NH2:85])([CH2:83][OH:84])[CH2:81][OH:82].[CH3:87][CH2:88][CH2:89][CH2:90][CH2:91][CH2:92][CH2:93][CH2:94][CH2:95][CH2:96][CH2:97][CH2:98][O:99][S:100]([O-:103])(=[O:102])=[O:101].[Na+].CN(CCN(C)C)C>>[CH2:79]([OH:86])[C:80]([NH2:85])([CH2:83][OH:84])[CH2:81][OH:82].[NH2:5][CH2:6][C:7]([OH:9])=[O:8].[CH3:87][CH2:88][CH2:89][CH2:90][CH2:91][CH2:92][CH2:93][CH2:94][CH2:95][CH2:96][CH2:97][CH2:98][O:99][S:100]([O-:103])(=[O:102])=[O:101].[Na+:1] |f:0.1,4.5,8.9,13.14|. Reported procedure: Western blotting was performed with the compound of the example 64 of the present invention. A375P cell line was lysed by using RIPA buffer solution (50 mM tris pH 7.4, 150 mM NaCl, 1 mM EDTA, 1% NP-40, 0.25% sodium deoxycholate) containing phosphatase inhibitor (Phosphatase inhibitor cocktail I & II) and protease inhibitor (Complete, Mini, EDTA-free; Roche Applied Science), and centrifuged at 13000 rpm for 10 min. Whole protein was stained with Bio-Rad agent (bio-rad #500-0006) and quantitated ...